The task is: describe an organic reaction: reactants, conditions, products, and yield. This data is from the Open Reaction Database (ORD), a public repository of structured organic reaction records. The reactants are O=C(Cl)c1ccccc1, CCCOC1C(O)C(CO)OC1n1ccc(N)nc1=O, [NH4+], [OH-], O, c1ccncc1. Yields the product CCCOC1C(O)C(CO)OC1n1ccc(NC(=O)c2ccccc2)nc1=O. Reaction SMILES: [C:27]([c:28]1[cH:29][cH:30][cH:31][cH:32][cH:33]1)(=[O:34])[Cl:35].[CH2:1]([CH2:2][CH3:3])[O:4][CH:5]1[CH:6]([n:13]2[c:14](=[O:15])[n:16][c:17]([NH2:18])[cH:19][cH:20]2)[O:7][CH:8]([CH2:11][OH:12])[CH:9]1[OH:10].[NH4+:37].[OH-:36].[OH2:38].[cH:21]1[cH:22][cH:23][n:24][cH:25][cH:26]1>>[CH2:1]([CH2:2][CH3:3])[O:4][CH:5]1[CH:6]([n:13]2[c:14](=[O:15])[n:16][c:17]([NH:18][C:27]([c:28]3[cH:29][cH:30][cH:31][cH:32][cH:33]3)=[O:34])[cH:19][cH:20]2)[O:7][CH:8]([CH2:11][OH:12])[CH:9]1[OH:10]. The reactants are Cl (Hydrogen chloride), C(C)(C)(C)OC(=O)N1C(=N[C@H]([C@H]1C1=CC=CC=C1)C1=CC=CC=C1)NCC1CCCCC1 (2-(Cyclohexylmethylamino)-cis-4,5-diphenyl-4,5-dihydro-imidazole-1-carboxylic acid tert-butyl ester). Solvent: CCOC(=O)C (EtOAc). Run at time 8 hour. The product is Cl.C1(=CC=CC=C1)[C@@H]1N=C(N[C@@H]1C1=CC=CC=C1)NCC1CCCCC1 ((cis-4,5-Diphenyl-4,5-dihydro-1H-imidazol-2-yl)-(cyclohexylmethyl)amine hydrochloride). Reaction SMILES: [ClH:1].C(OC([N:9]1[C@H:13]([C:14]2[CH:19]=[CH:18][CH:17]=[CH:16][CH:15]=2)[C@H:12]([C:20]2[CH:25]=[CH:24][CH:23]=[CH:22][CH:21]=2)[N:11]=[C:10]1[NH:26][CH2:27][CH:28]1[CH2:33][CH2:32][CH2:31][CH2:30][CH2:29]1)=O)(C)(C)C>CCOC(C)=O>[ClH:1].[C:14]1([C@H:13]2[C@@H:12]([C:20]3[CH:21]=[CH:22][CH:23]=[CH:24][CH:25]=3)[NH:11][C:10]([NH:26][CH2:27][CH:28]3[CH2:29][CH2:30][CH2:31][CH2:32][CH2:33]3)=[N:9]2)[CH:15]=[CH:16][CH:17]=[CH:18][CH:19]=1 |f:3.4|. Procedure: Hydrogen chloride is bubbled into a solution of 79 (0.23 g, 0.53 mmol) in EtOAc (10 mL) for 1 min, and the solution is stirred at RT overnight. The solvent is removed by rotary evaporation, and the residue triturated with Et2O. The insoluble material is filtered to give 89 mg of the product 80. 1H NMR (DMSO-d6) δ 9.08 (m, 1 H), 8.54 (s, 1 H), 7.45 (m, 1 H), 7.15-6.90 (m, 6 H), 6.90-6.70 (m, 4 H), 5.18 (s, 2 H), 3.35-3.10 (m, 2 H), 1.90-1.65 (m, 5 H), 1.40-0.90 (m, 6 H); MS: m/z 334 (M++1).